This data is from the Open Reaction Database (ORD), a public repository of structured organic reaction records. The task is: describe an organic reaction: reactants, conditions, products, and yield Reactants: C(C)(C)(C)O[C@H](C(=O)OCC)C1=C(C2=CC=CC=C2C=C1C)C1=CCC(CC1)(C)C ((S)-ethyl 2-tert-butoxy-2-(1-(4,4-dimethylcyclohex-1-enyl)-3-methylnaphthalen-2-yl)acetate), [OH-].[Li+] (lithium hydroxide), [OH-].[Li+] (lithium hydroxide). Run in O1CCCC1.C(C)O.O (tetrahydrofuran ethanol water). Reaction conditions: temperature 35 celsius, time 2 day. The product is C(C)(C)(C)O[C@H](C(=O)O)C1=C(C2=CC=CC=C2C=C1C)C1=CCC(CC1)(C)C ((S)-2-tert-butoxy-2-(1-(4,4-dimethylcyclohex-1-enyl)-3-methylnaphthalen-2-yl)acetic acid). The yield is 26.0%. Reaction SMILES: [C:1]([O:5][C@@H:6]([C:12]1[C:21]([CH3:22])=[CH:20][C:19]2[C:14](=[CH:15][CH:16]=[CH:17][CH:18]=2)[C:13]=1[C:23]1[CH2:28][CH2:27][C:26]([CH3:30])([CH3:29])[CH2:25][CH:24]=1)[C:7]([O:9]CC)=[O:8])([CH3:4])([CH3:3])[CH3:2].[OH-].[Li+]>O1CCCC1.C(O)C.O>[C:1]([O:5][C@@H:6]([C:12]1[C:21]([CH3:22])=[CH:20][C:19]2[C:14](=[CH:15][CH:16]=[CH:17][CH:18]=2)[C:13]=1[C:23]1[CH2:28][CH2:27][C:26]([CH3:30])([CH3:29])[CH2:25][CH:24]=1)[C:7]([OH:9])=[O:8])([CH3:4])([CH3:2])[CH3:3] |f:1.2,3.4.5|. Procedure details: To a solution of (S)-ethyl 2-tert-butoxy-2-(1-(4,4-dimethylcyclohex-1-enyl)-3-methylnaphthalen-2-yl)acetate (36 mg, 0.087 mmol) in tetrahydrofuran:ethanol:water (2:2:1, 5 mL) was added lithium hydroxide (21 mg, 0.88 mmol) and the reaction was heated to 35° C. overnight. The reaction was then heated to 45° C. for 2 hours, and subsequently 5 equivalents of lithium hydroxide was added, and the reaction stirred at room temperature over 2 days. The reaction was then heated to 50° C. overnight. The cr... The reactants are CCc1cc2c(=O)n(CC(=O)c3ccc(F)cc3)c(=O)n(Cc3ccc(-c4ccccc4-c4noc(=O)[nH]4)cc3)c2s1, CCO, ClC(Cl)Cl, Cl, Cl, CCON, O, c1ccncc1. Yields the product CCON=C(Cn1c(=O)c2cc(CC)sc2n(Cc2ccc(-c3ccccc3-c3noc(=O)[nH]3)cc2)c1=O)c1ccc(F)cc1. Reaction SMILES: [CH2:1]([CH3:2])[c:3]1[cH:4][c:5]2[c:6]([n:7]([CH2:23][c:24]3[cH:25][cH:26][c:27](-[c:30]4[c:31](-[c:36]5[n:37][o:38][c:39](=[O:41])[nH:40]5)[cH:32][cH:33][cH:34][cH:35]4)[cH:28][cH:29]3)[c:8](=[O:22])[n:9]([CH2:12][C:13](=[O:14])[c:15]3[cH:16][cH:17][c:18]([F:21])[cH:19][cH:20]3)[c:10]2=[O:11])[s:42]1.[CH3:60][CH2:61][OH:62].[CH:56]([Cl:57])([Cl:58])[Cl:59].[ClH:43].[ClH:54].[NH2:44][O:45][CH2:46][CH3:47].[OH2:55].[cH:48]1[cH:49][cH:50][n:51][cH:52][cH:53]1>>[CH2:1]([CH3:2])[c:3]1[cH:4][c:5]2[c:6]([n:7]([CH2:23][c:24]3[cH:25][cH:26][c:27](-[c:30]4[c:31](-[c:36]5[n:37][o:38][c:39](=[O:41])[nH:40]5)[cH:32][cH:33][cH:34][cH:35]4)[cH:28][cH:29]3)[c:8](=[O:22])[n:9]([CH2:12][C:13]([c:15]3[cH:16][cH:17][c:18]([F:21])[cH:19][cH:20]3)=[N:44][O:45][CH2:46][CH3:47])[c:10]2=[O:11])[s:42]1.